describe an organic reaction: reactants, conditions, products, and yield From a dataset of the Open Reaction Database (ORD), a public repository of structured organic reaction records. Procedure details: Phenyl chloroformate (210 mg) was added dropwise to a solution of 570 mg of tert-butyl 4-(2-{[4-(4-amino-3-chlorophenoxy)-2-pyridyl]amino}-2-oxoethyl)-1-piperidinecarboxylate, 110 mg of pyridine and 5 ml of dimethylformamide while stirring at room temperature, and the mixture was further stirred for 30 minutes. Water was added and extraction was performed with ethyl acetate. The organic layer was washed twice with water and once with saline, and then silica gel was added and the solvent was dist... Yield: 61.2%. Reaction SMILES: Cl[C:2]([O:4][C:5]1[CH:10]=[CH:9][CH:8]=[CH:7][CH:6]=1)=[O:3].[NH2:11][C:12]1[CH:41]=[CH:40][C:15]([O:16][C:17]2[CH:22]=[CH:21][N:20]=[C:19]([NH:23][C:24](=[O:39])[CH2:25][CH:26]3[CH2:31][CH2:30][N:29]([C:32]([O:34][C:35]([CH3:38])([CH3:37])[CH3:36])=[O:33])[CH2:28][CH2:27]3)[CH:18]=2)=[CH:14][C:13]=1[Cl:42].N1C=CC=CC=1.CN(C)C=O>O>[Cl:42][C:13]1[CH:14]=[C:15]([CH:40]=[CH:41][C:12]=1[NH:11][C:2]([O:4][C:5]1[CH:10]=[CH:9][CH:8]=[CH:7][CH:6]=1)=[O:3])[O:16][C:17]1[CH:22]=[CH:21][N:20]=[C:19]([NH:23][C:24](=[O:39])[CH2:25][CH:26]2[CH2:31][CH2:30][N:29]([C:32]([O:34][C:35]([CH3:38])([CH3:36])[CH3:37])=[O:33])[CH2:28][CH2:27]2)[CH:18]=1. Run in O (Water). Reactants: ClC(=O)OC1=CC=CC=C1 (Phenyl chloroformate), NC1=C(C=C(OC2=CC(=NC=C2)NC(CC2CCN(CC2)C(=O)OC(C)(C)C)=O)C=C1)Cl (tert-butyl 4-(2-{[4-(4-amino-3-chlorophenoxy)-2-pyridyl]amino}-2-oxoethyl)-1-piperidinecarboxylate), N1=CC=CC=C1 (pyridine), CN(C=O)C (dimethylformamide). Yields the product ClC=1C=C(OC2=CC(=NC=C2)NC(CC2CCN(CC2)C(=O)OC(C)(C)C)=O)C=CC1NC(=O)OC1=CC=CC=C1 (tert-butyl 4-{2-[(4-{3-chloro-4-[(phenoxycarbonyl)amino]phenoxy}-2-pyridyl)amino]-2-oxoethyl}-1-piperidinecarboxylate). The reactants are S(=O)(Cl)Cl (thionyl chloride), C(=O)(O)C1=CN(C2=CC=CC=C12)C=1C2=C(N=CN1)N(C=C2)C (3-carboxy-1-(7-methyl-7H-pyrrolo[2,3-d]pyrimidin-4-yl)-1H-indole). Yields the product Cl.ClC(=O)C1=CN(C2=CC=CC=C12)C=1C2=C(N=CN1)N(C=C2)C (3-chlorocarbonyl-1-(7-methyl-7H-pyrrolo[2,3-d]pyrimidin-4-yl)-1H-indole hydrochloride). As a reaction SMILES: S(Cl)([Cl:3])=O.[C:5]([C:8]1[C:16]2[C:11](=[CH:12][CH:13]=[CH:14][CH:15]=2)[N:10]([C:17]2[C:18]3[CH:25]=[CH:24][N:23]([CH3:26])[C:19]=3[N:20]=[CH:21][N:22]=2)[CH:9]=1)(O)=[O:6]>>[ClH:3].[Cl:3][C:5]([C:8]1[C:16]2[C:11](=[CH:12][CH:13]=[CH:14][CH:15]=2)[N:10]([C:17]2[C:18]3[CH:25]=[CH:24][N:23]([CH3:26])[C:19]=3[N:20]=[CH:21][N:22]=2)[CH:9]=1)=[O:6] |f:2.3|. Procedure: 6 cm3 of thionyl chloride are added to 0.9 g (3.08 mmol) of 3-carboxy-1-(7-methyl-7H-pyrrolo[2,3-d]pyrimidin-4-yl)-1H-indole at a temperature in the region of 20° C. under an argon atmosphere. After stirring under reflux for 2 hours, the reaction mixture is concentrated to dryness under reduced pressure (2.7 kPa), triturated twice successively with 30 cm3 of dichloromethane and then concentrated to dryness under reduced pressure (2.7 kPa), giving 0.92 g of 3-chlorocarbonyl-1-(7-methyl-7H-pyrrolo...